This data is from the Open Reaction Database (ORD), a public repository of structured organic reaction records. The task is: describe an organic reaction: reactants, conditions, products, and yield Reactants: solid, BrC1=CC(=CC=2C(=C3N(C12)CCNC3=O)C)F (6-bromo-8-fluoro-10-methyl-3,4-dihydro-2H-pyrazino[1,2-a]indol-1-one), BrC1=CC(=CC=2C(=C3N(C12)CCNC3=O)C)F (6-bromo-8-fluoro-10-methyl-3,4-dihydro-2H-pyrazino[1,2-a]indol-1-one), COC1=CC=C(C=N1)B(O)O (6-methoxy-pyridin-3-ylboronic acid). The product is FC1=CC=2C(=C3N(C2C(=C1)C=1C=NC(=CC1)OC)CCNC3=O)C (8-Fluoro-6-(6-methoxy-pyridin-3-yl)-10-methyl-3,4-dihydro-2H-pyrazino[1,2-a]indol-1-one). As a reaction SMILES: Br[C:2]1[C:10]2[N:9]3[CH2:11][CH2:12][NH:13][C:14](=[O:15])[C:8]3=[C:7]([CH3:16])[C:6]=2[CH:5]=[C:4]([F:17])[CH:3]=1.[CH3:18][O:19][C:20]1[N:25]=[CH:24][C:23](B(O)O)=[CH:22][CH:21]=1>>[F:17][C:4]1[CH:3]=[C:2]([C:23]2[CH:24]=[N:25][C:20]([O:19][CH3:18])=[CH:21][CH:22]=2)[C:10]2[N:9]3[CH2:11][CH2:12][NH:13][C:14](=[O:15])[C:8]3=[C:7]([CH3:16])[C:6]=2[CH:5]=1. Procedure: The title compound, off-white solid (67 mg, 82%), MS (ISP) m/z=326.4 [(M+H)+], mp 226° C., was prepared in accordance with the general method of example 1 from 6-bromo-8-fluoro-10-methyl-3,4-dihydro-2H-pyrazino[1,2-a]indol-1-one (intermediate 14) (74.3 mg, 0.25 mmol) and commercially available 6-methoxy-pyridin-3-ylboronic acid (49.7 mg, 0.325 mmol). Reaction SMILES: [CH2:52]([Cl:53])[Cl:54].[CH3:48][S:49](=[O:50])[CH3:51].[CH:1]([N:2]([CH2:3][CH3:4])[CH:5]([CH3:6])[CH3:7])([CH3:8])[CH3:9].[S:16](=[O:17])(=[O:18])=[O:19].[n:10]1[cH:11][cH:12][cH:13][cH:14][cH:15]1.[s:20]1[c:21]([C:29](=[O:30])[NH:31][C:32]2([C:38](=[O:39])[NH:40][CH:41]([CH2:42][CH2:43][S:44][CH3:45])[CH2:46][OH:47])[CH2:33][CH2:34][CH2:35][CH2:36][CH2:37]2)[cH:22][c:23]2[c:24]1[cH:25][cH:26][cH:27][cH:28]2>>[s:20]1[c:21]([C:29](=[O:30])[NH:31][C:32]2([C:38](=[O:39])[NH:40][CH:41]([CH2:42][CH2:43][S:44][CH3:45])[CH:46]=[O:47])[CH2:33][CH2:34][CH2:35][CH2:36][CH2:37]2)[cH:22][c:23]2[c:24]1[cH:25][cH:26][cH:27][cH:28]2. Product: CSCCC(C=O)NC(=O)C1(NC(=O)c2cc3ccccc3s2)CCCCC1. The reactants are ClCCl, CS(C)=O, CCN(C(C)C)C(C)C, O=S(=O)=O, c1ccncc1, CSCCC(CO)NC(=O)C1(NC(=O)c2cc3ccccc3s2)CCCCC1. Starting materials: C(C)(C)OC1=NC=2C=CC3=C(C2C(=C1)C(F)(F)F)O[C@@H]1[C@H](N3)CCC1 ((7aR,10aS)-7,7a,8,9,10,10a-hexahydro-3-isopropoxy-1-(trifluoromethyl)-cyclopenta[5,6][1,4]oxazino[2,3-f]quinoline), [BH4-].[Na+] (NaBH4). Solvent: C(=O)(C(F)(F)F)O (TFA). Product: Compound 135, C(C)(C)OC1=NC=2C=CC3=C(C2C(=C1)C(F)(F)F)O[C@@H]1[C@H](N3CC(F)(F)F)CCC1 ((7aR,10aS)-7,7a,8,9,10,10a-hexahydro-3-isopropoxy-1-(trifluoromethyl)-7-(2,2,2-trifluoroethyl)-cyclopenta[5,6][1,4]oxazino[2,3-f]quinoline). Yield: 161.6%. Reaction SMILES: [CH:1]([O:4][C:5]1[CH:14]=[C:13]([C:15]([F:18])([F:17])[F:16])[C:12]2[C:11]3[O:19][C@H:20]4[CH2:25][CH2:24][CH2:23][C@H:21]4[NH:22][C:10]=3[CH:9]=[CH:8][C:7]=2[N:6]=1)([CH3:3])[CH3:2].[BH4-].[Na+]>C(O)(C(F)(F)F)=O>[CH:1]([O:4][C:5]1[CH:14]=[C:13]([C:15]([F:17])([F:16])[F:18])[C:12]2[C:11]3[O:19][C@H:20]4[CH2:25][CH2:24][CH2:23][C@H:21]4[N:22]([CH2:13][C:15]([F:18])([F:17])[F:16])[C:10]=3[CH:9]=[CH:8][C:7]=2[N:6]=1)([CH3:3])[CH3:2] |f:1.2|. Procedure: Compound 135 was prepared according to General Method 6 (EXAMPLE 3) from (7aR,10aS)-7,7a,8,9,10,10a-hexahydro-3-isopropoxy-1-(trifluoromethyl)-cyclopenta[5,6][1,4]oxazino[2,3-f]quinoline (20 mg, 0.057 mmol) and NaBH4 pellets (excess) in 7 mL TFA to afford 20 mg of (7aR,10aS)-7,7a,8,9,10,10a-hexahydro-3-isopropoxy-1-(trifluoromethyl)-7-(2,2,2-trifluoroethyl)-cyclopenta[5,6][1,4]oxazino[2,3-f]quinoline. This material (20 mg, 0.046 mmol) was carried on according to General Method 4 (EXAMPLE 1) by t...